Dataset: the Open Reaction Database (ORD), a public repository of structured organic reaction records. Task: describe an organic reaction: reactants, conditions, products, and yield Starting materials: CC(C)(C)OC(=O)N1CC(O)CC1CO[Si](C)(C)C(C)(C)C, O=[N+]([O-])c1cc(F)cc(F)c1, [H-], [Na+], CN(C)C=O. The product is CC(C)(C)OC(=O)N1CC(Oc2cc(F)cc([N+](=O)[O-])c2)CC1CO[Si](C)(C)C(C)(C)C. Reaction SMILES: [C:1]([CH3:2])([CH3:3])([CH3:4])[Si:5]([O:6][CH2:7][CH:8]1[N:9]([C:14](=[O:15])[O:16][C:17]([CH3:18])([CH3:19])[CH3:20])[CH2:10][CH:11]([OH:13])[CH2:12]1)([CH3:21])[CH3:22].[F:25][c:26]1[cH:27][c:28]([N+:33](=[O:34])[O-:35])[cH:29][c:30]([F:32])[cH:31]1.[H-:24].[Na+:23].[O:36]=[CH:37][N:38]([CH3:39])[CH3:40]>>[C:1]([CH3:2])([CH3:3])([CH3:4])[Si:5]([O:6][CH2:7][CH:8]1[N:9]([C:14](=[O:15])[O:16][C:17]([CH3:18])([CH3:19])[CH3:20])[CH2:10][CH:11]([O:13][c:30]2[cH:29][c:28]([N+:33](=[O:34])[O-:35])[cH:27][c:26]([F:25])[cH:31]2)[CH2:12]1)([CH3:21])[CH3:22]. The reactants are C(C1=CC=CC=C1)OC(=O)N1[C@H](C(=O)N2[C@@H](CCC2)C(COC2=CC=C(C=C2)OC)O)CCC1 ((2S)-1-(N-Benzyloxycarbonyl-L-prolyl)-2-[l-hydroxy-2-(4-methoxyphenoxy)ethyl]pyrrolidine), CS(=O)C.C1CCC(CC1)N=C=NC2CCCCC2 (DMSO DCC). Product: C(C1=CC=CC=C1)OC(=O)N1[C@H](C(=O)N2[C@@H](CCC2)C(COC2=CC=C(C=C2)OC)=O)CCC1 ((2S)-1-(N-Benzyloxycarbonyl-L-prolyl)-2-[(4-methoxyphenoxy)-acetyl]pyrrolidine). Isolated yield 99.0%. RXN SMILES: [CH2:1]([O:8][C:9]([N:11]1[CH2:34][CH2:33][CH2:32][C@H:12]1[C:13]([N:15]1[CH2:19][CH2:18][CH2:17][C@H:16]1[CH:20]([OH:31])[CH2:21][O:22][C:23]1[CH:28]=[CH:27][C:26]([O:29][CH3:30])=[CH:25][CH:24]=1)=[O:14])=[O:10])[C:2]1[CH:7]=[CH:6][CH:5]=[CH:4][CH:3]=1.CS(C)=O.C1CCC(N=C=NC2CCCCC2)CC1>>[CH2:1]([O:8][C:9]([N:11]1[CH2:34][CH2:33][CH2:32][C@H:12]1[C:13]([N:15]1[CH2:19][CH2:18][CH2:17][C@H:16]1[C:20](=[O:31])[CH2:21][O:22][C:23]1[CH:24]=[CH:25][C:26]([O:29][CH3:30])=[CH:27][CH:28]=1)=[O:14])=[O:10])[C:2]1[CH:7]=[CH:6][CH:5]=[CH:4][CH:3]=1 |f:1.2|. Reported procedure: (2S)-1-(N-Benzyloxycarbonyl-L-prolyl)-2-[l-hydroxy-2-(4-methoxyphenoxy)ethyl]pyrrolidine (10.94 g) was subjected to DMSO-DCC oxidation in the same manner as in Example 1, D) to give 10.78 g of the title compound (See Table 6).